This data is from the Open Reaction Database (ORD), a public repository of structured organic reaction records. The task is: describe an organic reaction: reactants, conditions, products, and yield Procedure: A mixture of 3-chloro-6-hydrazinopyridazine (1.44 g, 9.96 mmol), (S)-2-hydroxypropanoic acid (1.06 g, 10 mmol, i.e. L-lactic acid, 85% in water) and p-TsOH.H2O (2.37 g, 12.4 mmol) in toluene was refluxed overnight. Some oil formed at the bottom of the flask. LC-MS of this oil showed the desired product was formed. Toluene was poured off, and the oil residue was suspended in water (10 mL), then basified with 3 N aq. NaOH to pH=10. This aqueous solution was extracted with EtOAc (3×30 mL), and the ... Yields the product ClC=1C=CC=2N(N1)C(=NN2)[C@H](C)O ((S)-1-(6-Chloro[1,2,4]triazolo[4,3-b]pyridazin-3-yl)ethanol). Run in C1(=CC=CC=C1)C (toluene). Reactants: ClC=1N=NC(=CC1)NN (3-chloro-6-hydrazinopyridazine), O[C@H](C(=O)O)C ((S)-2-hydroxypropanoic acid), CC=1C=CC(=CC1)S(=O)(=O)O.O (p-TsOH.H2O). RXN SMILES: [Cl:1][C:2]1[N:3]=[N:4][C:5]([NH:8][NH2:9])=[CH:6][CH:7]=1.[OH:10][C@@H:11]([CH3:15])[C:12](O)=O.CC1C=CC(S(O)(=O)=O)=CC=1.O>C1(C)C=CC=CC=1>[Cl:1][C:2]1[CH:7]=[CH:6][C:5]2[N:4]([C:12]([C@@H:11]([OH:10])[CH3:15])=[N:9][N:8]=2)[N:3]=1 |f:2.3|. Starting materials: FC1=C(C=C(C(=O)CCC(=O)O)C=C1)[N+](=O)[O-] (3-(4-fluoro-3-nitrobenzoyl)propionic acid), C1=CCCCC1 (cyclohexene). Reagents/catalysts: [Pd] (palladium on charcoal). Solvent: C(C)O (ethanol). Yields the product NC=1C=C(C(=O)CCC(=O)O)C=CC1F (3-(3-amino-4-fluorobenzoyl)propionic acid). RXN SMILES: [F:1][C:2]1[CH:14]=[CH:13][C:5]([C:6]([CH2:8][CH2:9][C:10]([OH:12])=[O:11])=[O:7])=[CH:4][C:3]=1[N+:15]([O-])=O.C1CCCCC=1>[Pd].C(O)C>[NH2:15][C:3]1[CH:4]=[C:5]([CH:13]=[CH:14][C:2]=1[F:1])[C:6]([CH2:8][CH2:9][C:10]([OH:12])=[O:11])=[O:7]. Reported procedure: A stirred mixture of 3-(4-fluoro-3-nitrobenzoyl)propionic acid, cyclohexene, palladium on charcoal, and ethanol, was heated under reflux for 18 hours. Evaporation of the filtered solution gave 3-(3-amino-4-fluorobenzoyl)propionic acid. Starting materials: [BH3-]C#N, COc1cc(C2CCNCC2)ccc1Nc1ncc2ccc(-c3ccccc3OC)n2n1, CN(C)C=O, [Na+], O=C1COC1. The product is COc1cc(C2CCN(C3COC3)CC2)ccc1Nc1ncc2ccc(-c3ccccc3OC)n2n1. As a reaction SMILES: [C:38]([BH3-:39])#[N:40].[CH3:1][O:2][c:3]1[c:4](-[c:9]2[cH:10][cH:11][c:12]3[cH:13][n:14][c:15]([NH:18][c:19]4[c:20]([O:31][CH3:32])[cH:21][c:22]([CH:25]5[CH2:26][CH2:27][NH:28][CH2:29][CH2:30]5)[cH:23][cH:24]4)[n:16][n:17]23)[cH:5][cH:6][cH:7][cH:8]1.[CH3:42][N:43]([CH3:44])[CH:45]=[O:46].[Na+:41].[O:33]1[CH2:34][C:35](=[O:37])[CH2:36]1>>[CH3:1][O:2][c:3]1[c:4](-[c:9]2[cH:10][cH:11][c:12]3[cH:13][n:14][c:15]([NH:18][c:19]4[c:20]([O:31][CH3:32])[cH:21][c:22]([CH:25]5[CH2:26][CH2:27][N:28]([CH:35]6[CH2:34][O:33][CH2:36]6)[CH2:29][CH2:30]5)[cH:23][cH:24]4)[n:16][n:17]23)[cH:5][cH:6][cH:7][cH:8]1. The reactants are C(=O)(C(=O)OCC)N(C1=CC=C(C=C1)OCC(C(F)F)(F)F)CCN1C(C=2C(C1=O)=CC=CC2)=O (N-ethoxalyl-N-(2-phthalimido)ethyl-4-(2,2,3,3-tetrafluoropropoxy)aniline), hydrate. Solvent: C(C)O (ethanol). The product is FC(COC1=CC=C(C=C1)N1C(C(NCC1)=O)=O)(C(F)F)F (1-[4-(2,2,3,3-tetrafluoropropoxy)phenyl]-2,3-piperazinedione). The yield is 36.5%. RXN SMILES: [C:1]([N:8]([CH2:23][CH2:24][N:25]1C(=O)C2=CC=CC=C2[C:26]1=[O:35])[C:9]1[CH:14]=[CH:13][C:12]([O:15][CH2:16][C:17]([F:22])([F:21])[CH:18]([F:20])[F:19])=[CH:11][CH:10]=1)(C(OCC)=O)=[O:2]>C(O)C>[F:21][C:17]([F:22])([CH:18]([F:20])[F:19])[CH2:16][O:15][C:12]1[CH:13]=[CH:14][C:9]([N:8]2[CH2:23][CH2:24][NH:25][C:26](=[O:35])[C:1]2=[O:2])=[CH:10][CH:11]=1. Reported procedure: The mixture of the obtained N-ethoxalyl-N-(2-phthalimido)ethyl-4-(2,2,3,3-tetrafluoropropoxy)aniline (3.4 g), hydradine hydrate (0.7 ml) and ethanol (80 ml) was refluxed for 9 hours. The crystals separated out were filtered off before cooling and the solvent of the filtrate was distilled off under reduced pressure. Water (150 ml) and ethyl acetate (300 ml) were added to the residue to fractionate. The ethyl acetate layer was washed with 5% aqueous solution of sodium bicarbonate and then with a s... Reactants: Br, CC(CN(C)C)OC(=O)c1cc(OCc2ccccc2)c2c(Cl)cc(Cl)cc2n1, CC(=O)O. The product is Br, CC(CN(C)C)OC(=O)c1ccc2c(Cl)cc(Cl)cc2n1. As a reaction SMILES: [BrH:30].[CH2:1]([O:2][c:9]1[cH:10][c:11]([C:21](=[O:22])[O:23][CH:24]([CH2:25][N:26]([CH3:27])[CH3:28])[CH3:29])[n:12][c:13]2[cH:14][c:15]([Cl:20])[cH:16][c:17]([Cl:19])[c:18]12)[c:3]1[cH:4][cH:5][cH:6][cH:7][cH:8]1.[CH3:31][C:32](=[O:33])[OH:34]>>[BrH:30].[cH:9]1[cH:10][c:11]([C:21](=[O:22])[O:23][CH:24]([CH2:25][N:26]([CH3:27])[CH3:28])[CH3:29])[n:12][c:13]2[cH:14][c:15]([Cl:20])[cH:16][c:17]([Cl:19])[c:18]12. The reactants are N(=O)[O-].[Na+] (sodium nitrite), N1=CC=CC=C1 (pyridine), N1C(=NC2=C1C=CC=C2)SC2=C(C=CC=C2)N (2-(1H-Benzimidazol-2-yl thio)benzenamine), diazonium salt. The solvent is O (water), Cl (hydrochloric acid). Yields the product N1=C(C=CC=C1)C1=C(C=CC=C1)SC1=NC2=C(N1)C=CC=C2 (2-[2-(2-Pyridyl)-phenyl thio]-1H-benzimidazole). Reaction SMILES: [NH:1]1[C:5]2[CH:6]=[CH:7][CH:8]=[CH:9][C:4]=2[N:3]=[C:2]1[S:10][C:11]1[CH:16]=[CH:15][CH:14]=[CH:13][C:12]=1N.N([O-])=O.[Na+].[N:22]1[CH:27]=[CH:26][CH:25]=[CH:24][CH:23]=1>Cl.O>[N:22]1[CH:27]=[CH:26][CH:25]=[CH:24][C:23]=1[C:12]1[CH:13]=[CH:14][CH:15]=[CH:16][C:11]=1[S:10][C:2]1[NH:3][C:4]2[CH:9]=[CH:8][CH:7]=[CH:6][C:5]=2[N:1]=1 |f:1.2|. Procedure: 2-(1H-Benzimidazol-2-yl thio)benzenamine (8.5 g) in dilute hydrochloric acid (680 ml) was cooled (0° to -5°) with stirring and sodium nitrite (2.68 g) in water (85 ml) was added dropwise, keeping the temperature below 0°. The resulting diazonium salt solution was stirred at 0° for 0.5 hours, then added portionwise to pyridine (800 ml) with stirring at 80° for 1 hour. The pyridine was distilled off, and replaced with 880 ammonia which was in turn distilled off. The residue was treated with water ... Reactants: nitro, [OH-].[Na+] (sodium hydroxide), [N+](=O)([O-])C1=C(C(=O)O)C(=CC=C1)C(C)O (2-nitro-6-(1-hydroxyethyl)-benzoic acid), O.NN (hydrazine hydrate). Yields the product NC1=C(C(=O)O)C(=CC=C1)C(C)O (2-amino-6-(1-hydroxyethyl)-benzoic acid). Isolated yield 97.0%. RXN SMILES: [OH-].[Na+].[N+:3]([C:6]1[CH:14]=[CH:13][CH:12]=[C:11]([CH:15]([OH:17])[CH3:16])[C:7]=1[C:8]([OH:10])=[O:9])([O-])=O.O.NN>>[NH2:3][C:6]1[CH:14]=[CH:13][CH:12]=[C:11]([CH:15]([OH:17])[CH3:16])[C:7]=1[C:8]([OH:10])=[O:9] |f:0.1,3.4|. Reported procedure: 0.75 mol of aqueous sodium hydroxide solution (30%) are added to an aqueous solution of 0.5 mol of 2-nitro-6-(1-hydroxyethyl)-benzoic acid (sodium salt), and, at 90-95° C., 50 g of hydrazine hydrate (1.0 mol) are metered in over the course of 1 hour. Stirring is carried out at 90-95° C. for 4-6 hours until the nitro compound has been completely converted and, after isolation, 2-amino-6-(1-hydroxyethyl)-benzoic acid (sodium salt) is obtained in a yield of 97% of theory, based on 2-acetyl-6-nitrob... Starting materials: C=CC1=CC=CC=C1 (Styrene), C[SiH](Cl)Cl (methyldichlorosilane), Teflon, C=CC1=CC=CC=C1 (styrene), divinylsiloxane, C=CC1=CC=CC=C1 (styrene), C[SiH](Cl)Cl (methyldichlorosilane), C(CCCCCCC)S(=O)(=O)[O-].[Na+] (sodium 1-octanesulfonate), C(CCCCCCC)S(=O)(=O)[O-].[Na+] (sodium 1-octanesulfonate). The reagents and catalysts are [Pt] (platinum). Solvent: C1(=CC=CC=C1)C (toluene). The product is C(CC1=CC=CC=C1)C[SiH](Cl)Cl (phenethylmethyldichlorosilane). The yield is 46.0%. Reaction SMILES: [CH2:1]=[CH:2][C:3]1[CH:8]=[CH:7][CH:6]=[CH:5][CH:4]=1.[CH3:9][SiH:10]([Cl:12])[Cl:11].C(S([O-])(=O)=O)CCCCCCC.[Na+]>[Pt].C1(C)C=CC=CC=1>[CH2:1]([CH2:9][SiH:10]([Cl:12])[Cl:11])[CH2:2][C:3]1[CH:8]=[CH:7][CH:6]=[CH:5][CH:4]=1 |f:2.3|. Procedure details: Reaction between styrene and methyldichlorosilane with platinum catalyst in the presence of sodium 1-octanesulfonate. 624 mg Styrene and 732 mg methyldichlorosilane were introduced into a glass tube, and 40 mg of sodium 1-octanesulfonate were added with a microsyringe. 0.9 mg Of a toluene solution of a 0-valent platinum complex of divinylsiloxane (0.04 wt % platinum content) was added. The tube was sealed with Teflon tape and a rubber septum and then placed in a 100° C. oil bath where it was hea...